Dataset: the Open Reaction Database (ORD), a public repository of structured organic reaction records. Task: describe an organic reaction: reactants, conditions, products, and yield Reactants: FC1=C(C=CC=C1)C1=C(C=C2N3C(C(NN=C3COC2=C1)=O)C)NC1(CNC1)C (7-(2-fluoro-phenyl)-4-methyl-6-(3-methyl-azetidin-3-ylamino)-2,10-dihydro-9-oxa-1,2,4a-triaza-phenanthren-3-one), C=O (paraformaldehyde), O (Water), [BH3-]C#N.[Na+] (NaBH3CN). Solvent: CO (MeOH), C(C)(=O)O (acetic acid). Conditions: time 30 minute. The product is CN1CC(C1)(C)NC=1C=C2N3C(C(NN=C3COC2=CC1C1=C(C=CC=C1)F)=O)C (6-(1,3-dimethyl-azetidin-3-ylamino)-7-(2-fluoro-phenyl)-4-methyl-2,10-dihydro-9-oxa-1,2,4a-triaza-phenanthren-3-one). Yield: 67.2%. RXN SMILES: [F:1][C:2]1[CH:7]=[CH:6][CH:5]=[CH:4][C:3]=1[C:8]1[CH:21]=[C:20]2[C:11]([N:12]3[C:17]([CH2:18][O:19]2)=[N:16][NH:15][C:14](=[O:22])[CH:13]3[CH3:23])=[CH:10][C:9]=1[NH:24][C:25]1([CH3:29])[CH2:28][NH:27][CH2:26]1.C=O.[BH3-][C:33]#N.[Na+].O>CO.C(O)(=O)C>[CH3:33][N:27]1[CH2:26][C:25]([NH:24][C:9]2[CH:10]=[C:11]3[C:20](=[CH:21][C:8]=2[C:3]2[CH:4]=[CH:5][CH:6]=[CH:7][C:2]=2[F:1])[O:19][CH2:18][C:17]2[N:12]3[CH:13]([CH3:23])[C:14](=[O:22])[NH:15][N:16]=2)([CH3:29])[CH2:28]1 |f:2.3|. Reported procedure: To a solution of 7-(2-fluoro-phenyl)-4-methyl-6-(3-methyl-azetidin-3-ylamino)-2,10-dihydro-9-oxa-1,2,4a-triaza-phenanthren-3-one (0.216 g, 0.545 mmol) in MeOH (10 mL) and acetic acid (1 mL) was added paraformaldehyde (0.05 g, 1.635 mmol) followed by NaBH3CN (0.068 g, 1.090 mmol). The mixture was stirred at ambient temperature for 30 min. Water (10 mL) was added and the reaction mixture was extracted with EtOAc (30 mL×3). The combined organic phase was washed with brine (10 mL), dried over anhydr... Reactants: BrC(Br)(Br)Br, ClCCl, c1ccc(P(c2ccccc2)c2ccccc2)cc1, O=Cc1cccs1. The product is BrC(Br)=Cc1cccs1. Reaction SMILES: [C:1]([Br:2])([Br:3])([Br:4])[Br:5].[CH2:32]([Cl:33])[Cl:34].[c:6]1([P:7]([c:8]2[cH:9][cH:10][cH:11][cH:12][cH:13]2)[c:14]2[cH:15][cH:16][cH:17][cH:18][cH:19]2)[cH:20][cH:21][cH:22][cH:23][cH:24]1.[s:25]1[c:26]([CH:30]=[O:31])[cH:27][cH:28][cH:29]1>>[C:1]([Br:2])([Br:5])=[CH:30][c:26]1[s:25][cH:29][cH:28][cH:27]1. Reactants: CC1=NC=CC(=C1)C1=NN(C2=CC=C(C=C12)C(=O)OC)C(C1=CC=CC=C1)(C1=CC=CC=C1)C1=CC=CC=C1 (methyl 3-(2-methylpyridin-4-yl)-1-trityl-1H-indazole-5-carboxylate), NN (hydrazine). The solvent is CN(C)C=O (DMF). Run at temperature 100 celsius. Yields the product CC1=NC=CC(=C1)C1=NN(C2=CC=C(C=C12)C(=O)NN)C(C1=CC=CC=C1)(C1=CC=CC=C1)C1=CC=CC=C1 (3-(2-Methylpyridin-4-yl)-1-trityl-1H-indazole-5-carbohydrazide). Isolated yield 102.0%. Reaction SMILES: [CH3:1][C:2]1[CH:7]=[C:6]([C:8]2[C:16]3[C:11](=[CH:12][CH:13]=[C:14]([C:17](OC)=[O:18])[CH:15]=3)[N:10]([C:21]([C:34]3[CH:39]=[CH:38][CH:37]=[CH:36][CH:35]=3)([C:28]3[CH:33]=[CH:32][CH:31]=[CH:30][CH:29]=3)[C:22]3[CH:27]=[CH:26][CH:25]=[CH:24][CH:23]=3)[N:9]=2)[CH:5]=[CH:4][N:3]=1.[NH2:40][NH2:41]>CN(C=O)C>[CH3:1][C:2]1[CH:7]=[C:6]([C:8]2[C:16]3[C:11](=[CH:12][CH:13]=[C:14]([C:17]([NH:40][NH2:41])=[O:18])[CH:15]=3)[N:10]([C:21]([C:34]3[CH:35]=[CH:36][CH:37]=[CH:38][CH:39]=3)([C:22]3[CH:27]=[CH:26][CH:25]=[CH:24][CH:23]=3)[C:28]3[CH:33]=[CH:32][CH:31]=[CH:30][CH:29]=3)[N:9]=2)[CH:5]=[CH:4][N:3]=1. Procedure: The mixture of methyl 3-(2-methylpyridin-4-yl)-1-trityl-1H-indazole-5-carboxylate (50 mg, 0.1 mmol) and hydrazine (6.3 mg, 0.2 mmol) in DMF (0.23 mL) was heated at 100° C. under microwave condition for 45 min. The reaction mixture was quenched with water, and extracted with EtOAc. The combined organic layer was dried and concentrated to give 52 mg of crude product. The crude was brought to next step without further purification. Starting materials: FC(C=1C=C(OC2=CC=C(C=C2)O)C=CC1)(F)F (4-(3-trifluoromethyl-phenoxy)-phenol), CN(C(=O)Cl)C1=CC=CC=C1 (N-methyl-N-phenylcarbamoyl chloride). Yields the product FC(C=1C=C(OC2=CC=C(C=C2)OC(N(C2=CC=CC=C2)C)=O)C=CC1)(F)F (Methyl-phenyl-carbamic acid 4-(3-trifluoromethyl-phenoxy)-phenyl ester). As a reaction SMILES: [F:1][C:2]([F:18])([F:17])[C:3]1[CH:4]=[C:5]([CH:14]=[CH:15][CH:16]=1)[O:6][C:7]1[CH:12]=[CH:11][C:10]([OH:13])=[CH:9][CH:8]=1.[CH3:19][N:20]([C:24]1[CH:29]=[CH:28][CH:27]=[CH:26][CH:25]=1)[C:21](Cl)=[O:22]>>[F:1][C:2]([F:17])([F:18])[C:3]1[CH:4]=[C:5]([CH:14]=[CH:15][CH:16]=1)[O:6][C:7]1[CH:8]=[CH:9][C:10]([O:13][C:21](=[O:22])[N:20]([CH3:19])[C:24]2[CH:29]=[CH:28][CH:27]=[CH:26][CH:25]=2)=[CH:11][CH:12]=1. Procedure details: The title compound was prepared from 4-(3-trifluoromethyl-phenoxy)-phenol and N-methyl-N-phenylcarbamoyl chloride. The crude product was purified by preparative HPLC (73%, white crystals). HPLC-MS m/z=388.2 (M+1), Rt: 5.37 min. Starting materials: FC(C=1C=C(C=CC1)C1=C(OCC(=O)OC)C=CC(=C1)C(C)NC)(F)F (methyl 2-(2-(3-trifluoromethylphenyl)-4-(1-(methylamino)ethyl)phenoxy)acetate), CCN(C(C)C)C(C)C (DIEA), FC1=CC=C(C=C1)S(=O)(=O)Cl (4-fluorobenzene-1-sulfonyl chloride). Solvent: C1CCOC1 (THF). Reaction conditions: time 1 hour. Yields the product FC(C=1C=C(C=CC1)C1=C(OCC(=O)OC)C=CC(=C1)C(C)N(S(=O)(=O)C1=CC=C(C=C1)F)C)(F)F (methyl 2-(2-(3-trifluoromethylphenyl)-4-(1-(4-fluoro-N-methylphenylsulfonamido)ethyl)phenoxy)acetate). Reaction SMILES: [F:1][C:2]([F:26])([F:25])[C:3]1[CH:4]=[C:5]([C:9]2[CH:20]=[C:19]([CH:21]([NH:23][CH3:24])[CH3:22])[CH:18]=[CH:17][C:10]=2[O:11][CH2:12][C:13]([O:15][CH3:16])=[O:14])[CH:6]=[CH:7][CH:8]=1.CCN(C(C)C)C(C)C.[F:36][C:37]1[CH:42]=[CH:41][C:40]([S:43](Cl)(=[O:45])=[O:44])=[CH:39][CH:38]=1>C1COCC1>[F:1][C:2]([F:25])([F:26])[C:3]1[CH:4]=[C:5]([C:9]2[CH:20]=[C:19]([CH:21]([N:23]([CH3:24])[S:43]([C:40]3[CH:41]=[CH:42][C:37]([F:36])=[CH:38][CH:39]=3)(=[O:45])=[O:44])[CH3:22])[CH:18]=[CH:17][C:10]=2[O:11][CH2:12][C:13]([O:15][CH3:16])=[O:14])[CH:6]=[CH:7][CH:8]=1. Procedure details: To a solution of crude methyl 2-(2-(3-trifluoromethylphenyl)-4-(1-(methylamino)ethyl)phenoxy)acetate (18) (100 mg) in 2 mL of THF, was added DIEA (105 mg), and 4-fluorobenzene-1-sulfonyl chloride (87 mg). The reaction mixture was stirred at room temperature for 1 hr and then purified via silica gel chromatography (25% EtOAc/hexane) to give methyl 2-(2-(3-trifluoromethylphenyl)-4-(1-(4-fluoro-N-methylphenylsulfonamido)ethyl)phenoxy)acetate (19) which was carried directly to the next step. Starting materials: CC(=O)C.OS(=O)(=O)O.O=[Cr](=O)=O (Jones reagent), O=CC[C@@H]1C[C@@H](OC2(O1)CCCCC2)CC#N ((±)-cis-4-(2-oxoethyl)-1,5-dioxaspiro[5.5]undecane-2-acetonitrile), C(C)OCC (diethyl ether). Solvent: CC(=O)C (acetone). Reaction conditions: time 15 minute. Yields the product C(#N)C[C@@H]1C[C@@H](OC2(O1)CCCCC2)CC(=O)O ((±)-cis-4-(cyanomethyl)-1,5-dioxaspiro[5.5]undecane-2-acetic acid). RXN SMILES: CC(C)=[O:3].OS(O)(=O)=O.O=[Cr](=O)=O.[O:14]=[CH:15][CH2:16][C@H:17]1[O:22][C:21]2([CH2:27][CH2:26][CH2:25][CH2:24][CH2:23]2)[O:20][C@@H:19]([CH2:28][C:29]#[N:30])[CH2:18]1.C(OCC)C>CC(C)=O>[C:29]([CH2:28][C@H:19]1[O:20][C:21]2([CH2:23][CH2:24][CH2:25][CH2:26][CH2:27]2)[O:22][C@@H:17]([CH2:16][C:15]([OH:3])=[O:14])[CH2:18]1)#[N:30] |f:0.1.2|. Reported procedure: Jones reagent (chromium trioxide-sulfuric acid-water), 4.4 mL (8.85 mmol), is added dropwise to a 0° C. solution of (±)-cis-4-(2-oxoethyl)-1,5-dioxaspiro[5.5]undecane-2-acetonitrile, 3.62 g (12.6 mmol), dissolved in 30 mL of acetone until the orange color is not discharged. After stirring a further 15 minutes, the mixture is poured into 300 mL of diethyl ether and washed with brine until the aqueous washes are colorless. The diethyl ether layer is dried (magnesium sulfate), filtered, and concent... Starting materials: OCCCN1C(C2(C3=CC=CC=C13)C1=C(OC2)C=C2OCCC2=C1)=O (1′-(3-hydroxypropyl)-5,6-dihydrospiro[benzo[1,2-b:5,4-b′]difuran-3,3′-indol]-2′(1′H)-one), CC(=O)OI1(C=2C=CC=CC2C(=O)O1)(OC(=O)C)OC(=O)C (Dess-Martin periodinane). Run in C(C)(=O)OCC (ethyl acetate), ClCCl (dichloromethane). Conditions: temperature 0 celsius, time 17 hour. The product is O=C1N(C2=CC=CC=C2C12C1=C(OC2)C=C2OCCC2=C1)CCC=O (3-(2′-oxo-5,6-dihydrospiro[benzo[1,2-b:5,4-b′]difuran-3,3′-indol]-1′(2′H)-yl)propanal). Isolated yield 87.6%. RXN SMILES: [OH:1][CH2:2][CH2:3][CH2:4][N:5]1[C:13]2[C:8](=[CH:9][CH:10]=[CH:11][CH:12]=2)[C:7]2([CH2:17][O:16][C:15]3[CH:18]=[C:19]4[C:23](=[CH:24][C:14]2=3)[CH2:22][CH2:21][O:20]4)[C:6]1=[O:25].CC(OI1(OC(C)=O)(OC(C)=O)OC(=O)C2C=CC=CC1=2)=O>ClCCl.C(OCC)(=O)C>[O:25]=[C:6]1[C:7]2([CH2:17][O:16][C:15]3[CH:18]=[C:19]4[C:23](=[CH:24][C:14]2=3)[CH2:22][CH2:21][O:20]4)[C:8]2[C:13](=[CH:12][CH:11]=[CH:10][CH:9]=2)[N:5]1[CH2:4][CH2:3][CH:2]=[O:1]. Procedure details: To a solution of 1′-(3-hydroxypropyl)-5,6-dihydrospiro[benzo[1,2-b:5,4-b′]difuran-3,3′-indol]-2′(1′H)-one (2.00 g, 5.92 mmol) in dichloromethane (100 mL) was added Dess-Martin periodinane (3.70 g, 8.46 mmol). The reaction mixture was stirred at 0° C. for 17 h, diluted with ethyl acetate, washed with 10% sodium thiosulfate solution and saturated sodium bicarbonate solution and brine. The organic layer was dried over anhydrous sodium sulfate and filtered. The filtrate was concentrated in vacuo, th... Starting materials: C(#N)C=1C=C2CC[C@H](CC2=CC1)N1CCC2(CC1)OC1=C([C@@H](C2)O[Si](C)(C)C(C)(C)C)C=C(C=C1)NS(=O)(=O)C(C)[Si](C)(C)C (N-[1′-(6-cyano-1,2,3,4-tetrahydro-2(R)-naphthalenyl)-3,4-dihydro-4(R)-t-butyldimethylsilyloxyspiro[2H-1-benzopyran-2,4′-piperidin]-6-yl]trimethylsilylethanesulfonamide), [F-].[Cs+] (cesium fluoride). Solvent: CN(C=O)C (dimethylformamide), C([O-])(O)=O.[Na+] (sodium bicarbonate). Reaction conditions: temperature 95 celsius. The product is C(#N)C=1C=C2CC[C@H](CC2=CC1)N1CCC2(CC1)OC1=C([C@@H](C2)O)C=C(C=C1)N (N-[1′-(6-cyano-1,2,3,4-tetrahydro-2(R)-naphthalenyl)-3,4-dihydro-4(R)-hydroxyspiro-[2H-1-benzopyran-2,4′-piperidin]-6-yl]amine). The yield is 74.6%. RXN SMILES: [C:1]([C:3]1[CH:4]=[C:5]2[C:10](=[CH:11][CH:12]=1)[CH2:9][C@H:8]([N:13]1[CH2:18][CH2:17][C:16]3([CH2:23][C@@H:22]([O:24][Si](C(C)(C)C)(C)C)[C:21]4[CH:32]=[C:33]([NH:36]S(C([Si](C)(C)C)C)(=O)=O)[CH:34]=[CH:35][C:20]=4[O:19]3)[CH2:15][CH2:14]1)[CH2:7][CH2:6]2)#[N:2].[F-].[Cs+]>CN(C)C=O.C(=O)(O)[O-].[Na+]>[C:1]([C:3]1[CH:4]=[C:5]2[C:10](=[CH:11][CH:12]=1)[CH2:9][C@H:8]([N:13]1[CH2:18][CH2:17][C:16]3([CH2:23][C@@H:22]([OH:24])[C:21]4[CH:32]=[C:33]([NH2:36])[CH:34]=[CH:35][C:20]=4[O:19]3)[CH2:15][CH2:14]1)[CH2:7][CH2:6]2)#[N:2] |f:1.2,4.5|. Reported procedure: To a mixture of N-[1′-(6-cyano-1,2,3,4-tetrahydro-2(R)-naphthalenyl)-3,4-dihydro-4(R)-t-butyldimethylsilyloxyspiro[2H-1-benzopyran-2,4′-piperidin]-6-yl]trimethylsilylethanesulfonamide (0.50 gm, 0.75 mmole) in dimethylformamide (5 mL) under argon was added cesium fluoride (0.34 gm, 2.25 mmole)and the mixture heated to 95° C. for 30 hrs. The reaction was cooled diluted with 10% aqueous sodium bicarbonate (50 mL) and extracted with ethyl acetate (2×50 mL). The organic extracts were dried over sodiu...